Dataset: the Open Reaction Database (ORD), a public repository of structured organic reaction records. Task: describe an organic reaction: reactants, conditions, products, and yield Yields the product C=CCc1ccc(OC(C)=O)c(OC)c1. As a reaction SMILES: [CH3:13][C:14](=[O:15])[O:16][C:17](=[O:18])[CH3:19].[CH3:1][O:2][c:3]1[cH:4][c:5]([CH2:6][CH:7]=[CH2:8])[cH:9][cH:10][c:11]1[OH:12].[CH3:20][C:21](=[O:22])[OH:23]>>[CH3:1][O:2][c:3]1[cH:4][c:5]([CH2:6][CH:7]=[CH2:8])[cH:9][cH:10][c:11]1[O:12][C:14]([CH3:13])=[O:15]. Starting materials: CC(=O)OC(C)=O, C=CCc1ccc(O)c(OC)c1, CC(=O)O.